This data is from the Open Reaction Database (ORD), a public repository of structured organic reaction records. The task is: describe an organic reaction: reactants, conditions, products, and yield The reactants are CSCC1(C2CCCCC2)CC2CCC(C1)N2C(=O)OC(C)(C)C, Cl, C1COCCO1. The product is CSCC1(C2CCCCC2)CC2CCC(C1)[NH2+]2, [Cl-]. Reaction SMILES: [CH:2]1([C:8]2([CH2:23][S:24][CH3:25])[CH2:9][CH:10]3[CH2:11][CH2:12][CH:13]([CH2:14]2)[N:15]3[C:16]([O:17][C:18]([CH3:19])([CH3:20])[CH3:21])=[O:22])[CH2:3][CH2:4][CH2:5][CH2:6][CH2:7]1.[ClH:1].[O:26]1[CH2:27][CH2:28][O:29][CH2:30][CH2:31]1>>[CH:2]1([C:8]2([CH2:23][S:24][CH3:25])[CH2:9][CH:10]3[CH2:11][CH2:12][CH:13]([CH2:14]2)[NH2+:15]3)[CH2:3][CH2:4][CH2:5][CH2:6][CH2:7]1.[Cl-:1]. The reactants are FC(S(=O)(=O)O[Si](C1C(=C(C(=C1C)C)C)C)(C)C)(F)F (dimethyl(2,3,4,5-tetramethylcyclopenta-2,4-dien-1-yl)silyl trifluoromethanesulfonate), FC(S(=O)(=O)O[Si](C1C(=C(C(=C1C)C)C)C)(C)C)(F)F (dimethyl(2,3,4,5-tetramethylcyclopenta-2,4-dien-1-yl)silyl trifluoromethanesulfonate), C1=C(C=CC2=CC=CC=C12)[C-]1C=CC2=CC=CC=C12.[Li+] (lithium (1-(2-naphthyl)indenide)). Solvent: CCOCC (ether). Conditions: time 19 hour. Product: C[Si](C1C(=C(C(=C1C)C)C)C)(C1C=C(C2=CC=CC=C12)C1=CC2=CC=CC=C2C=C1)C (dimethyl(3-(naphthalen-2-yl)-1H-inden-1-yl)(2,3,4,5-tetramethylcyclopenta-2,4-dien-1-yl)silane). As a reaction SMILES: FC(F)(F)S(O[Si:7]([CH3:18])([CH3:17])[CH:8]1[C:12]([CH3:13])=[C:11]([CH3:14])[C:10]([CH3:15])=[C:9]1[CH3:16])(=O)=O.[CH:21]1[C:30]2[C:25](=[CH:26][CH:27]=[CH:28][CH:29]=2)[CH:24]=[CH:23][C:22]=1[C-:31]1[C:39]2[C:34](=[CH:35][CH:36]=[CH:37][CH:38]=2)[CH:33]=[CH:32]1.[Li+]>CCOCC>[CH3:17][Si:7]([CH3:18])([CH:33]1[C:34]2[C:39](=[CH:38][CH:37]=[CH:36][CH:35]=2)[C:31]([C:22]2[CH:23]=[CH:24][C:25]3[C:30](=[CH:29][CH:28]=[CH:27][CH:26]=3)[CH:21]=2)=[CH:32]1)[CH:8]1[C:12]([CH3:13])=[C:11]([CH3:14])[C:10]([CH3:15])=[C:9]1[CH3:16] |f:1.2|. Procedure: To a solution of dimethyl(2,3,4,5-tetramethylcyclopenta-2,4-dien-1-yl)silyl trifluoromethanesulfonate (Compound C, 7.50 g, 22.8 mmol, 1.00 eq.) in ether (25 mL) at −35° C. was added lithium (1-(2-naphthyl)indenide) (6.05 g, 24.4 mmol, 1.07 eq.). The reaction was stirred for 19 hours, and was then evaporated under vacuum. The residue was extracted with pentane (40 mL, then 2×20 mL) and the extract was filtered. The resulting solution was evaporated under vacuum to give a foam. The foam was extrac... Reactants: stainless steel, C(C1=CC=CC=C1)OC1=CC=C2C(=C(C=NC2=C1)[N+](=O)[O-])NCCO[Si](C)(C)C(C)(C)C (7-(benzyloxy)-N-(2-{[tert-butyl(dimethyl)silyl]oxy}ethyl)-3-nitroquinolin-4-amine). The reagents and catalysts are [Pt] (platinum on carbon). The solvent is C(C)#N (acetonitrile), C(C)#N (acetonitrile). Reaction conditions: time 8 hour. Yields the product C(C1=CC=CC=C1)OC1=CC=C2C(=C(C=NC2=C1)N)NCCO[Si](C)(C)C(C)(C)C (7-(benzyloxy)-N4-(2-{[tert-butyl(dimethyl)silyl]oxy}ethyl)quinoline-3,4-diamine). Yield: 99.7%. Reaction SMILES: [CH2:1]([O:8][C:9]1[CH:18]=[C:17]2[C:12]([C:13]([NH:22][CH2:23][CH2:24][O:25][Si:26]([C:29]([CH3:32])([CH3:31])[CH3:30])([CH3:28])[CH3:27])=[C:14]([N+:19]([O-])=O)[CH:15]=[N:16]2)=[CH:11][CH:10]=1)[C:2]1[CH:7]=[CH:6][CH:5]=[CH:4][CH:3]=1>[Pt].C(#N)C>[CH2:1]([O:8][C:9]1[CH:18]=[C:17]2[C:12]([C:13]([NH:22][CH2:23][CH2:24][O:25][Si:26]([C:29]([CH3:32])([CH3:31])[CH3:30])([CH3:27])[CH3:28])=[C:14]([NH2:19])[CH:15]=[N:16]2)=[CH:11][CH:10]=1)[C:2]1[CH:3]=[CH:4][CH:5]=[CH:6][CH:7]=1. Reported procedure: A 3-liter stainless steel Parr vessel was charged sequentially with 5% platinum on carbon catalyst, acetonitrile (250 mL), 7-(benzyloxy)-N-(2-{[tert-butyl(dimethyl)silyl]oxy}ethyl)-3-nitroquinolin-4-amine (102 g, 0.225 mol), and additional acetonitrile (1250 mL). The vessel was evacuated and charged with hydrogen gas (30 psi, 2.1×105 Pa). The vessel was shaken overnight. The reaction mixture was then filtered through a layer of CELITE filter agent. The filter cake was rinsed with additional acet... Starting materials: ClC1=CC=C(N=N1)O[C@@H]1CN2CCC1CC2 ((S)-3-(6-Chloro-pyridazin-3-yloxy)-1-aza-bicyclo[2.2.2]octane), C(F)(F)(F)C(=O)O (CF3CO2H), CC1(OB(OC1(C)C)C=1C=C2C=NNC2=CC1)C (5-(4,4,5,5-tetramethyl-1,3,2-dioxaborolan-2-yl)-1H-indazole), N (NH3). Yields the product FC(C(=O)O)(F)F.N1N=CC2=CC(=CC=C12)C1=CC=C(N=N1)O[C@@H]1CN2CCC1CC2 ((3S)-3-[6-(1H-Indazol-5-yl)-pyridazin-3-yloxy]-1-aza-bicyclo[2.2.2]octane trifluoroacetate). Reaction SMILES: Cl[C:2]1[N:7]=[N:6][C:5]([O:8][C@H:9]2[CH:14]3[CH2:15][CH2:16][N:11]([CH2:12][CH2:13]3)[CH2:10]2)=[CH:4][CH:3]=1.CC1(C)C(C)(C)OB([C:25]2[CH:26]=[C:27]3[C:31](=[CH:32][CH:33]=2)[NH:30][N:29]=[CH:28]3)O1.N.[C:36]([C:40]([OH:42])=[O:41])([F:39])([F:38])[F:37]>>[F:37][C:36]([F:39])([F:38])[C:40]([OH:42])=[O:41].[NH:30]1[C:31]2[C:27](=[CH:26][C:25]([C:2]3[N:7]=[N:6][C:5]([O:8][C@H:9]4[CH:14]5[CH2:15][CH2:16][N:11]([CH2:12][CH2:13]5)[CH2:10]4)=[CH:4][CH:3]=3)=[CH:33][CH:32]=2)[CH:28]=[N:29]1 |f:4.5|. Reported procedure: The product of Example 30A (132 mg, 0.549 mmol) was the product of Example 49A (325 mg, 1.33 mmol) according to the procedure of Example 26B. The title product was purified by preparative HPLC (column: Xterra™, RP-18, 5 μm, 30×100 mm; eluting solvent, MeCN/H2O (with 0.1% v. TFA), (v. 90/10 to 10/90 over 20 min.); flow rate, 40 mL/min.; uv, 254 nm) to provide a solid (115.3 mg, yield, 45.8%). 1H NMR (300 MHz, CD3OD) δ 1.92-2.25 (m, 3H) 2.34-2.49 (m, 1H) 2.63-2.72 (m, 1H) 3.34-3.57 (m, 5H) 3.99 (d... Starting materials: C(C)(C)N(C(C)C)CC (N,N-diisopropylethylamine), ClC=1C(=NC=CN1)NCC=1C=C2N=C(C=NC2=CC1)C1=CC=CC=C1 ((3-Chloropyrazin-2-yl)(3-phenylquinoxalin-6-yl)methyl-amine), C1(CCC1)C(=O)O (cyclobutanecarboxylic acid), C(CCl)Cl (EDC), C1=CC=C2C(=C1)N=NN2O.O (HOBt hydrate). The solvent is C(Cl)Cl (DCM), C(Cl)Cl (DCM). Conditions: time 24 hour. The product is ClC=1C(=NC=CN1)C(NC(=O)C1CCC1)C=1C=C2N=C(C=NC2=CC1)C1=CC=CC=C1 (N-[(3-Chloropyrazin-2-yl)(3-phenylquinoxalin-6-yl)methyl]cyclobutanecarboxamide). As a reaction SMILES: ClC1C([NH:8][CH2:9][C:10]2[CH:11]=[C:12]3[C:17](=[CH:18][CH:19]=2)[N:16]=[CH:15][C:14]([C:20]2[CH:25]=[CH:24][CH:23]=[CH:22][CH:21]=2)=[N:13]3)=NC=CN=1.[CH:26]1([C:30]([OH:32])=O)[CH2:29][CH2:28][CH2:27]1.[CH2:33]([Cl:36])[CH2:34]Cl.C1C=[C:41]2[N:43]=N[N:45](O)[C:40]2=CC=1.O.C(N(CC)C(C)C)(C)C>C(Cl)Cl>[Cl:36][C:33]1[C:34]([CH:9]([C:10]2[CH:19]=[C:18]3[C:17](=[CH:12][CH:11]=2)[N:16]=[CH:15][C:14]([C:20]2[CH:25]=[CH:24][CH:23]=[CH:22][CH:21]=2)=[N:13]3)[NH:8][C:30]([CH:26]2[CH2:27][CH2:28][CH2:29]2)=[O:32])=[N:43][CH:41]=[CH:40][N:45]=1 |f:3.4|. Procedure details: (3-Chloropyrazin-2-yl)(3-phenylquinoxalin-6-yl)methyl-amine (106 mg, 0.30 mmol) and cyclobutanecarboxylic acid (51 mg, 0.46 mmol) were dissolved in DCM (10 mL). EDC (93 mg, 0.49 mmol) and HOBt hydrate (62 mg, 0.46 mmol) were added in sequence followed by N,N-diisopropylethylamine (0.15 mL, 0.83 mmol). The reaction was stirred at rt under Ar for 24 h then evaporated to dryness and purified by flash chromatography (0-1.5% MeOH in DCM) to afford a reddish oil. The material was dissolved in DCM (50 ... Reactants: CCOCc1nc(C(C)(C)O)c(C(=O)OCc2oc(=O)oc2C)n1Cc1ccc(-c2ccccc2-c2nnnn2C(c2ccccc2)(c2ccccc2)c2ccccc2)cc1, CC(=O)O. The product is CCOCc1nc(C(C)(C)O)c(C(=O)OCc2oc(=O)oc2C)n1Cc1ccc(-c2ccccc2-c2nnn[nH]2)cc1. Reaction SMILES: [CH2:1]([CH3:2])[O:3][CH2:4][c:5]1[n:6]([CH2:25][c:26]2[cH:27][cH:28][c:29](-[c:32]3[c:33](-[c:38]4[n:39][n:40][n:41][n:42]4[C:43]([c:44]4[cH:45][cH:46][cH:47][cH:48][cH:49]4)([c:50]4[cH:51][cH:52][cH:53][cH:54][cH:55]4)[c:56]4[cH:57][cH:58][cH:59][cH:60][cH:61]4)[cH:34][cH:35][cH:36][cH:37]3)[cH:30][cH:31]2)[c:7]([C:14](=[O:15])[O:16][CH2:17][c:18]2[o:19][c:20](=[O:24])[o:21][c:22]2[CH3:23])[c:8]([C:10]([CH3:11])([CH3:12])[OH:13])[n:9]1.[CH3:62][C:63](=[O:64])[OH:65]>>[CH2:1]([CH3:2])[O:3][CH2:4][c:5]1[n:6]([CH2:25][c:26]2[cH:27][cH:28][c:29](-[c:32]3[c:33](-[c:38]4[n:39][n:40][n:41][nH:42]4)[cH:34][cH:35][cH:36][cH:37]3)[cH:30][cH:31]2)[c:7]([C:14](=[O:15])[O:16][CH2:17][c:18]2[o:19][c:20](=[O:24])[o:21][c:22]2[CH3:23])[c:8]([C:10]([CH3:11])([CH3:12])[OH:13])[n:9]1. The reactants are CCO, COC(=O)c1ccc(-c2cscc2C)c(C(F)(F)F)c1, [Na+], [OH-]. The product is Cc1cscc1-c1ccc(C(=O)O)cc1C(F)(F)F. RXN SMILES: [CH3:23][CH2:24][OH:25].[CH3:3][c:4]1[c:5](-[c:9]2[c:10]([C:19]([F:20])([F:21])[F:22])[cH:11][c:12]([C:13](=[O:14])[O:15][CH3:16])[cH:17][cH:18]2)[cH:6][s:7][cH:8]1.[Na+:2].[OH-:1]>>[CH3:3][c:4]1[c:5](-[c:9]2[c:10]([C:19]([F:20])([F:21])[F:22])[cH:11][c:12]([C:13](=[O:14])[OH:15])[cH:17][cH:18]2)[cH:6][s:7][cH:8]1. The reactants are CCOC(=O)CC(C)=O, CC(=O)O, CCO, Nc1cccc(C(F)(F)F)c1, [Mg+2], O, O=S(=O)([O-])[O-]. Product: CCOC(=O)C=C(C)Nc1cccc(C(F)(F)F)c1. Reaction SMILES: [C:12]([CH2:13][C:14](=[O:15])[CH3:16])(=[O:17])[O:18][CH2:19][CH3:20].[CH3:28][C:29](=[O:30])[OH:31].[CH3:32][CH2:33][OH:34].[F:1][C:2]([c:3]1[cH:4][c:5]([NH2:6])[cH:7][cH:8][cH:9]1)([F:10])[F:11].[Mg+2:27].[OH2:21].[S:22]([O-:23])([O-:24])(=[O:25])=[O:26]>>[F:1][C:2]([c:3]1[cH:4][c:5]([NH:6][C:14](=[CH:13][C:12](=[O:17])[O:18][CH2:19][CH3:20])[CH3:16])[cH:7][cH:8][cH:9]1)([F:10])[F:11]. Starting materials: C(C(C)(C)C)(=O)O.C=S1C(C(N2C(C(C12)=O)=O)C(=O)O)(C)C (methylene-6,7-dioxo-3,3-dimethyl-4-thia-1-azabicyclo[3.2.0]heptane-2-carboxylate pivalate), C1(=CC=CC=C1)P(=CC(C)=O)(C1=CC=CC=C1)C1=CC=CC=C1 (1-triphenylphosphoranylidene-2-propanone). Solvent: C1=CC=CC=C1 (benzene). Conditions: time 10 minute. Product: C(C(C)(C)C)(=O)O.C=S1C([C@@H](N2C(\C(\[C@@H]12)=C/C(=O)C)=O)C(=O)O)(C)C (methylene-(2S,5R)-6-[(E)-acetonylidene]-3,3-dimethyl-7-oxo-4-thia-1-azabicyclo[3.2.0]heptane-2-carboxylate pivalate), C(C(C)(C)C)(=O)O.C=S1C([C@@H](N2C(/C(/[C@@H]12)=C/C(=O)C)=O)C(=O)O)(C)C (methylene-(2S,5R)-6-[(Z)-acetonylidene]-3,3-dimethyl-7-oxo-4-thia-1-azabicyclo[3.2.0]heptane-2-carboxylate pivalate). As a reaction SMILES: [C:1]([OH:7])(=[O:6])[C:2]([CH3:5])([CH3:4])[CH3:3].[CH2:8]=[S:9]1[CH:15]2[N:12]([C:13](=[O:17])[C:14]2=O)[CH:11]([C:18]([OH:20])=[O:19])[C:10]1([CH3:22])[CH3:21].C1(P(C2C=CC=CC=2)(C2C=CC=CC=2)=[CH:30][C:31](=[O:33])[CH3:32])C=CC=CC=1>C1C=CC=CC=1>[C:1]([OH:7])(=[O:6])[C:2]([CH3:5])([CH3:4])[CH3:3].[CH2:8]=[S:9]1[C@H:15]2[N:12]([C:13](=[O:17])/[C:14]/2=[CH:30]\[C:31]([CH3:32])=[O:33])[C@@H:11]([C:18]([OH:20])=[O:19])[C:10]1([CH3:22])[CH3:21].[C:1]([OH:7])(=[O:6])[C:2]([CH3:5])([CH3:4])[CH3:3].[CH2:8]=[S:9]1[C@H:15]2[N:12]([C:13](=[O:17])/[C:14]/2=[CH:30]/[C:31]([CH3:32])=[O:33])[C@@H:11]([C:18]([OH:20])=[O:19])[C:10]1([CH3:22])[CH3:21] |f:0.1,4.5,6.7|. Reported procedure: A solution of 3.5 g of methylene-6,7-dioxo-3,3-dimethyl-4-thia-1-azabicyclo[3.2.0]heptane-2-carboxylate pivalate in 150 ml of benzene is treated at room temperature with 6.3 g of 1-triphenylphosphoranylidene-2-propanone. After 10 minutes, the reaction mixture is evaporated. The residue is chromatographed on silica gel while eluting with cyclohexane/ethyl acetate (6:4). There are obtained methylene-(2S,5R)-6-[(E)-acetonylidene]-3,3-dimethyl-7-oxo-4-thia-1-azabicyclo[3.2.0]heptane-2-carboxylate pi...